Dataset: the Open Reaction Database (ORD), a public repository of structured organic reaction records. Task: describe an organic reaction: reactants, conditions, products, and yield Starting materials: CO, COc1ccc(C=O)c(OC)c1, CC1CCCO1, Nc1nncs1, [Na+], O, O=C([O-])O, Cc1ccccc1C. The product is COc1ccc(CNc2nncs2)c(OC)c1. Reaction SMILES: [CH3:19][OH:20].[CH3:1][O:2][c:3]1[c:4]([CH:5]=[O:6])[cH:7][cH:8][c:9]([O:11][CH3:12])[cH:10]1.[CH3:34][CH:35]1[CH2:36][CH2:37][CH2:38][O:39]1.[NH2:13][c:14]1[s:15][cH:16][n:17][n:18]1.[Na+:21].[OH2:40].[OH:22][C:23](=[O:24])[O-:25].[c:26]1([CH3:27])[c:28]([CH3:29])[cH:30][cH:31][cH:32][cH:33]1>>[CH3:1][O:2][c:3]1[c:4]([CH2:5][NH:13][c:14]2[s:15][cH:16][n:17][n:18]2)[cH:7][cH:8][c:9]([O:11][CH3:12])[cH:10]1. Starting materials: compound 18, NC1=C(OCCCC(=O)OCC)C=CC=C1 (ethyl 4-(2-aminophenoxy)butyrate), C(C)C(CCCC)N1C=CC2=CC(=CC=C12)/C(=C/C(=O)O)/C (3-[1-(1-ethylpentyl)indol-5-yl]isocrotonic acid). Yields the product C(C)C(CCCC)N1C=CC2=CC(=CC=C12)/C(=C/C(=O)NC1=C(OCCCC(=O)O)C=CC=C1)/C (4-{2-[3-[1-(1-ethylpentyl)indol-5-yl]isocrotonoyl amino]phenoxy}butyric acid). RXN SMILES: [NH2:1][C:2]1[CH:16]=[CH:15][CH:14]=[CH:13][C:3]=1[O:4][CH2:5][CH2:6][CH2:7][C:8]([O:10]CC)=[O:9].[CH2:17]([CH:19]([N:24]1[C:32]2[C:27](=[CH:28][C:29](/[C:33](/[CH3:38])=[CH:34]/[C:35](O)=[O:36])=[CH:30][CH:31]=2)[CH:26]=[CH:25]1)[CH2:20][CH2:21][CH2:22][CH3:23])[CH3:18]>>[CH2:17]([CH:19]([N:24]1[C:32]2[C:27](=[CH:28][C:29](/[C:33](/[CH3:38])=[CH:34]/[C:35]([NH:1][C:2]3[CH:16]=[CH:15][CH:14]=[CH:13][C:3]=3[O:4][CH2:5][CH2:6][CH2:7][C:8]([OH:10])=[O:9])=[O:36])=[CH:30][CH:31]=2)[CH:26]=[CH:25]1)[CH2:20][CH2:21][CH2:22][CH3:23])[CH3:18]. Procedure: 1.11 g of compound 18 was obtained in a similar manner to those described in the Examples 1 and 2 using 2.18 g of ethyl 4-(2-aminophenoxy)butyrate and 1.47 g of 3-[1-(1-ethylpentyl)indol-5-yl]isocrotonic acid obtained according to the procedures described in the Reference Examples 1-4. The reactants are CN1C(=CC(=C1)NC(=O)C=1N(C=C(C1)[N+](=O)[O-])C)C(=O)OC (Methyl 1-methyl-4-(1-methyl-4-nitropyrrole-2-carboxamido)pyrrole-2-carboxylate), [OH-].[Na+] (NaOH), Cl (HCl). Solvent: C(C)O (ethanol). The product is CN1C(=CC(=C1)NC(=O)C=1N(C=C(C1)[N+](=O)[O-])C)C(=O)O (1-Methyl-4-(1-methyl-4-nitropyrrole-2-carboxamido)pyrrole-2-carboxylic acid). Reaction SMILES: [CH3:1][N:2]1[CH:6]=[C:5]([NH:7][C:8]([C:10]2[N:11]([CH3:18])[CH:12]=[C:13]([N+:15]([O-:17])=[O:16])[CH:14]=2)=[O:9])[CH:4]=[C:3]1[C:19]([O:21]C)=[O:20].[OH-].[Na+].Cl>C(O)C>[CH3:1][N:2]1[CH:6]=[C:5]([NH:7][C:8]([C:10]2[N:11]([CH3:18])[CH:12]=[C:13]([N+:15]([O-:17])=[O:16])[CH:14]=2)=[O:9])[CH:4]=[C:3]1[C:19]([OH:21])=[O:20] |f:1.2|. Reported procedure: Compound 3 (0.10 g, 0.33 mmol), NaOH (0.7M, 2.4 ml) and ethanol (2.4 ml) were refluxed until the solid dissolved. The red solution was cooled and acidified with concentrated HCl to precipitate the product as a yellow solid. Yield 0.09 g, (88%). 1H NMR (DMSO): δ 12.19 (bs, 1H, OH); 10.18 (s, 1H, NH); 8.15 (d, 1H, J=1.9 Hz); 7.52 (d, 1H, J=1.9 Hz); 7.36 (d, 1H, J=1.9 Hz); 6.78 (d, 1H, J=1.9 Hz); 3.93 (s, 3H); 3.81 (s, 3H). The reactants are BrCCCOc1ccc(-c2ccccc2)cc1, CC(C)(C)[O-], CN(C)C=O, O=Cc1ccc(O)c(F)c1, [K+], O. Product: O=Cc1ccc(OCCCOc2ccc(-c3ccccc3)cc2)c(F)c1. RXN SMILES: [Br:17][CH2:18][CH2:19][CH2:20][O:21][c:22]1[cH:23][cH:24][c:25](-[c:28]2[cH:29][cH:30][cH:31][cH:32][cH:33]2)[cH:26][cH:27]1.[CH3:1][C:2]([CH3:3])([O-:4])[CH3:5].[CH3:34][N:35]([CH3:36])[CH:37]=[O:38].[F:7][c:8]1[cH:9][c:10]([CH:11]=[O:12])[cH:13][cH:14][c:15]1[OH:16].[K+:6].[OH2:39]>>[F:7][c:8]1[cH:9][c:10]([CH:11]=[O:12])[cH:13][cH:14][c:15]1[O:16][CH2:18][CH2:19][CH2:20][O:21][c:22]1[cH:23][cH:24][c:25](-[c:28]2[cH:29][cH:30][cH:31][cH:32][cH:33]2)[cH:26][cH:27]1.